Task: describe an organic reaction: reactants, conditions, products, and yield. Dataset: the Open Reaction Database (ORD), a public repository of structured organic reaction records The reactants are ClC=1C=CC(=C(C1)C1=CC(N(C=C1OC)CC(=O)OC(C)(C)C)=O)C#N (tert-butyl [4-(5-chloro-2-cyanophenyl)-5-methoxy-2-oxopyridin-1(2H)-yl]acetate), FC(S(=O)(=O)OCC1CCC(CC1)OC)(F)F ((4-methoxycyclohexyl)methyl trifluoromethanesulphonate), bis(trimethylsilyl)lithium amide. Solvent: C1CCOC1 (THF). The product is ClC=1C=CC(=C(C1)C1=CC(N(C=C1OC)C(C(=O)OC(C)(C)C)CC1CCC(CC1)OC)=O)C#N (tert-Butyl 2-[4-(5-chloro-2-cyanophenyl)-5-methoxy-2-oxopyridin-1(2H)-yl]-3-(4-methoxycyclohexyl)propanoate). As a reaction SMILES: [Cl:1][C:2]1[CH:3]=[CH:4][C:5]([C:25]#[N:26])=[C:6]([C:8]2[C:13]([O:14][CH3:15])=[CH:12][N:11]([CH2:16][C:17]([O:19][C:20]([CH3:23])([CH3:22])[CH3:21])=[O:18])[C:10](=[O:24])[CH:9]=2)[CH:7]=1.FC(F)(F)S(O[CH2:33][CH:34]1[CH2:39][CH2:38][CH:37]([O:40][CH3:41])[CH2:36][CH2:35]1)(=O)=O>C1COCC1>[Cl:1][C:2]1[CH:3]=[CH:4][C:5]([C:25]#[N:26])=[C:6]([C:8]2[C:13]([O:14][CH3:15])=[CH:12][N:11]([CH:16]([CH2:33][CH:34]3[CH2:39][CH2:38][CH:37]([O:40][CH3:41])[CH2:36][CH2:35]3)[C:17]([O:19][C:20]([CH3:21])([CH3:22])[CH3:23])=[O:18])[C:10](=[O:24])[CH:9]=2)[CH:7]=1. Reported procedure: 5.40 g (14.4 mmol) of tert-butyl [4-(5-chloro-2-cyanophenyl)-5-methoxy-2-oxopyridin-1(2H)-yl]acetate, 5.97 g (21.6 mmol) of (4-methoxycyclohexyl)methyl trifluoromethanesulphonate (cis/trans isomer mixture) and 15.8 ml (15.8 mmol) of bis(trimethylsilyl)lithium amide (1M in THF) in 114 ml of THF were reacted according to General Method 7B. Yield: 10.8 g (purity 51%) of crude product Reactants: CCO[Si](OCC)(OCC)c1ccccc1OC (effective_coupling_partner), CN(C)C(=O)Oc2ccc1cc([Si](C)(C)C)ccc1c2 (substrate). Reagents/catalysts: dcype. Conditions: temperature 120 celsius, time 12 hour. Yields the product COc1ccccc1c3ccc2cc([Si](C)(C)C)ccc2c3. Reactants: C1CCOC1, CO, COC(=O)c1c(Cl)cc(=O)n2c1CCC2, Cl, [Na+], [OH-]. The product is O=C(O)c1c(Cl)cc(=O)n2c1CCC2. RXN SMILES: [CH2:16]1[O:17][CH2:18][CH2:19][CH2:20]1.[CH3:24][OH:25].[Cl:1][c:2]1[cH:3][c:4](=[O:15])[n:5]2[c:9]([c:10]1[C:11](=[O:12])[O:13][CH3:14])[CH2:8][CH2:7][CH2:6]2.[ClH:23].[Na+:22].[OH-:21]>>[Cl:1][c:2]1[cH:3][c:4](=[O:15])[n:5]2[c:9]([c:10]1[C:11](=[O:12])[OH:13])[CH2:8][CH2:7][CH2:6]2.